This data is from the Open Reaction Database (ORD), a public repository of structured organic reaction records. The task is: describe an organic reaction: reactants, conditions, products, and yield The reactants are [Br-].NCCCCC[N+](C)(C)CCNC(=O)C1=NC(=C(N=C1N)N)Cl ((5-amino-pentyl)-{2-[(3,5-diamino-6-chloro-pyrazine-2-carbonyl)-amino]-ethyl}-dimethyl-ammonium bromide), [Br-].NCCCCC[N+](C)(C)CCNC(=O)C1=NC(=C(N=C1N)N)Cl ((5-amino-pentyl)-{2-[(3,5-diamino-6-chloro-pyrazine-2-carbonyl)-amino]-ethyl}-dimethyl-ammonium bromide), ClC1=CC=C(C=C1)S(=O)(=O)Cl (4-chlorobenzenesulfonyl chloride), CN1CCOCC1 (N-methylmorpholine). Run in CN(C)C=O (DMF), CO (MeOH), C(Cl)Cl (DCM). Run at time 16 hour. Yields the product [Br-].ClC1=CC=C(C=C1)S(=O)(=O)NCCCCC[N+](C)(C)CCNC(=O)C1=NC(=C(N=C1N)N)Cl ([5-(4-Chloro-benzenesulfonylamino)-pentyl]-{2-[(3,5-diamino-6-chloro-pyrazine-2-carbonyl)-amino]-ethyl}-dimethyl-ammonium bromide). Reaction SMILES: [Br-:1].[NH2:2][CH2:3][CH2:4][CH2:5][CH2:6][CH2:7][N+:8]([CH2:11][CH2:12][NH:13][C:14]([C:16]1[C:21]([NH2:22])=[N:20][C:19]([NH2:23])=[C:18]([Cl:24])[N:17]=1)=[O:15])([CH3:10])[CH3:9].[Cl:25][C:26]1[CH:31]=[CH:30][C:29]([S:32](Cl)(=[O:34])=[O:33])=[CH:28][CH:27]=1.CN1CCOCC1>CN(C=O)C.CO.C(Cl)Cl>[Br-:1].[Cl:25][C:26]1[CH:31]=[CH:30][C:29]([S:32]([NH:2][CH2:3][CH2:4][CH2:5][CH2:6][CH2:7][N+:8]([CH2:11][CH2:12][NH:13][C:14]([C:16]2[C:21]([NH2:22])=[N:20][C:19]([NH2:23])=[C:18]([Cl:24])[N:17]=2)=[O:15])([CH3:9])[CH3:10])(=[O:34])=[O:33])=[CH:28][CH:27]=1 |f:0.1,7.8|. Procedure details: A mixture of (5-amino-pentyl)-{2-[(3,5-diamino-6-chloro-pyrazine-2-carbonyl)-amino]-ethyl}-dimethyl-ammonium bromide (Intermediate O) (0.25 g, 0.59 mmol), 4-chlorobenzenesulfonyl chloride (0.13 g, 0.59 mmol) and N-methylmorpholine (0.30 mL, 2.73 mmol) in DMF (5 mL) is stirred at RT for 16 h. The reaction mixture is concentrated in vacuo and is purified by column chromatography (basic alumina, 0-10% MeOH in DCM). The solid that is obtained is dissolved in a minimum amount of MeOH and DCM then pre... The reactants are FC1=CC=C(C=C1)N1CCNCC1 (1-(4-fluorophenyl)piperazine), C([O-])([O-])=O.[K+].[K+] (potassium carbonate), BrC=1C(=NC=C(N1)NCCO)C#N (3-bromo-5-(2-hydroxy-ethyl-amino)-pyrazine-2-carbonitrile). The solvent is CN(C=O)C (N,N-dimethylformamide). The product is FC1=CC=C(C=C1)N1CCN(CC1)C1=NC(=CN=C1C#N)NCCO (4-(4-fluoro-phenyl)-6′-(2-hydroxy-ethylamino)-3,4,5,6-tetrahydro-2H-[1,2′]bipyrazinyl-3′-carbonitrile). RXN SMILES: Br[C:2]1[C:3]([C:12]#[N:13])=[N:4][CH:5]=[C:6]([NH:8][CH2:9][CH2:10][OH:11])[N:7]=1.[F:14][C:15]1[CH:20]=[CH:19][C:18]([N:21]2[CH2:26][CH2:25][NH:24][CH2:23][CH2:22]2)=[CH:17][CH:16]=1.C(=O)([O-])[O-].[K+].[K+]>CN(C)C=O>[F:14][C:15]1[CH:16]=[CH:17][C:18]([N:21]2[CH2:26][CH2:25][N:24]([C:2]3[C:3]([C:12]#[N:13])=[N:4][CH:5]=[C:6]([NH:8][CH2:9][CH2:10][OH:11])[N:7]=3)[CH2:23][CH2:22]2)=[CH:19][CH:20]=1 |f:2.3.4|. Procedure details: In analogy to the procedure described in example 82c, 3-bromo-5-(2-hydroxy-ethyl-amino)-pyrazine-2-carbonitrile was treated with 1-(4-fluorophenyl)piperazine in the presence of potassium carbonate in N,N-dimethylformamide between room temperature and 80° C. to yield 4-(4-fluoro-phenyl)-6′-(2-hydroxy-ethylamino)-3,4,5,6-tetrahydro-2H-[1,2′]bipyrazinyl-3′-carbonitrile as light yellow solid; m.p. 149-151° C.; MS: 343 (M+H)+. Reactants: NC(=S)N (Thiourea), CC1=CC=C(C=C1)S(=O)(=O)OCCC=C(F)F (4,4-difluoro-3-butenyl 4-methyl-benzenesulfonate). Run in C(C)O (ethanol). Yields the product S(=O)(=O)(O)C1=CC=C(C)C=C1.FC(=CCCNC(=S)N)F ((4,4-difluoro-3-butenyl)-thiourea tosylate salt). The yield is 88.4%. Reaction SMILES: [NH2:1][C:2]([NH2:4])=[S:3].[CH3:5][C:6]1[CH:11]=[CH:10][C:9]([S:12]([O:15][CH2:16][CH2:17][CH:18]=[C:19]([F:21])[F:20])(=[O:14])=[O:13])=[CH:8][CH:7]=1>C(O)C>[S:12]([C:9]1[CH:10]=[CH:11][C:6]([CH3:5])=[CH:7][CH:8]=1)([OH:15])(=[O:14])=[O:13].[F:20][C:19]([F:21])=[CH:18][CH2:17][CH2:16][NH:1][C:2]([NH2:4])=[S:3] |f:3.4|. Procedure details: Thiourea (0.29 g) and 4,4-difluoro-3-butenyl 4-methyl-benzenesulfonate (see Example 3B) (1 g) were heated together under reflux in ethanol (20 cm3) for 24 hours. The reaction mixture was cooled and the solvent evaporated under reduced pressure to give an oil which slowly crystallised. Trituration with hexane gave (4,4-difluoro-3-butenyl)-thiourea tosylate salt (1.14 g). MH+ (FAB)=167; 1H NMR (DMSO): 2.48(3H,s); 2.46-2.58(2H,m); 3.42(2H,t); 4.66-4.84(1H,m) 7.32(2H,d); 7.68(2H,d); 9.10-9.40(3H, br... Reactants: CCCc1nc2c(C)cc(-c3cn(CCc4ccccc4)cn3)cc2n1Cc1ccc(-c2ccccc2C(=O)OC(C)(C)C)cc1, ClCCl, O=C(O)C(F)(F)F. The product is CCCc1nc2c(C)cc(-c3cn(CCc4ccccc4)cn3)cc2n1Cc1ccc(-c2ccccc2C(=O)O)cc1. As a reaction SMILES: [CH2:1]([CH2:2][CH3:3])[c:4]1[n:5][c:6]2[c:7]([n:8]1[CH2:9][c:10]1[cH:11][cH:12][c:13](-[c:16]3[c:17]([C:22](=[O:23])[O:24][C:25]([CH3:26])([CH3:27])[CH3:28])[cH:18][cH:19][cH:20][cH:21]3)[cH:14][cH:15]1)[cH:29][c:30](-[c:34]1[n:35][cH:36][n:37]([CH2:39][CH2:40][c:41]3[cH:42][cH:43][cH:44][cH:45][cH:46]3)[cH:38]1)[cH:31][c:32]2[CH3:33].[CH2:54]([Cl:55])[Cl:56].[OH:47][C:48]([C:49]([F:50])([F:51])[F:52])=[O:53]>>[CH2:1]([CH2:2][CH3:3])[c:4]1[n:5][c:6]2[c:7]([n:8]1[CH2:9][c:10]1[cH:11][cH:12][c:13](-[c:16]3[c:17]([C:22](=[O:23])[OH:24])[cH:18][cH:19][cH:20][cH:21]3)[cH:14][cH:15]1)[cH:29][c:30](-[c:34]1[n:35][cH:36][n:37]([CH2:39][CH2:40][c:41]3[cH:42][cH:43][cH:44][cH:45][cH:46]3)[cH:38]1)[cH:31][c:32]2[CH3:33]. The reactants are C(C)(=O)OCC (ethyl acetate), [I-].[Na+] (Sodium iodide), NC1[C@@H]2N(C(=C(CS2)CCl)C(=O)OC(C2=CC=CC=C2)C2=CC=CC=C2)C1=O (benzhydryl 7-amino-3-chloromethyl-3-cephem-4-carboxylate), C1(=CC=CC=C1)P(C1=CC=CC=C1)C1=CC=CC=C1 (triphenylphosphine). The solvent is CN(C=O)C (dimethyl formamide). Run at time 3 hour. Yields the product Cl.[I-].C(C1=CC=CC=C1)(C1=CC=CC=C1)OC(=O)C1=C(CS[C@H]2N1C(C2N)=O)C[P+](C2=CC=CC=C2)(C2=CC=CC=C2)C2=CC=CC=C2 ([4-benzhydryloxycarbonyl-7-amino-3-cephem-3-ylmethyl]triphenylphosphonium iodide hydrochloride). The yield is 99.3%. As a reaction SMILES: [I-:1].[Na+].[NH2:3][CH:4]1[C:29](=[O:30])[N:6]2[C:7]([C:13]([O:15][CH:16]([C:23]3[CH:28]=[CH:27][CH:26]=[CH:25][CH:24]=3)[C:17]3[CH:22]=[CH:21][CH:20]=[CH:19][CH:18]=3)=[O:14])=[C:8]([CH2:11][Cl:12])[CH2:9][S:10][C@H:5]12.[C:31]1([P:37]([C:44]2[CH:49]=[CH:48][CH:47]=[CH:46][CH:45]=2)[C:38]2[CH:43]=[CH:42][CH:41]=[CH:40][CH:39]=2)[CH:36]=[CH:35][CH:34]=[CH:33][CH:32]=1.C(OCC)(=O)C>CN(C)C=O>[ClH:12].[I-:1].[CH:16]([O:15][C:13]([C:7]1[N:6]2[C:29](=[O:30])[CH:4]([NH2:3])[C@H:5]2[S:10][CH2:9][C:8]=1[CH2:11][P+:37]([C:38]1[CH:39]=[CH:40][CH:41]=[CH:42][CH:43]=1)([C:44]1[CH:49]=[CH:48][CH:47]=[CH:46][CH:45]=1)[C:31]1[CH:32]=[CH:33][CH:34]=[CH:35][CH:36]=1)=[O:14])([C:17]1[CH:22]=[CH:21][CH:20]=[CH:19][CH:18]=1)[C:23]1[CH:28]=[CH:27][CH:26]=[CH:25][CH:24]=1 |f:0.1,6.7.8|. Procedure: Sodium iodide (1.8 g) was added to a solution of benzhydryl 7-amino-3-chloromethyl-3-cephem-4-carboxylate (5.0 g) and triphenylphosphine (3.2 g) in dimethyl formamide (15 ml) under ice-cooling and stirred for 3 hours at ambient temperature. The resulting solution was added dropwise to ethyl acetate (250 ml) under vigorous stirring. The precipitate, collected by filtration, was washed with ethyl acetate to give [4-benzhydryloxycarbonyl-7-amino-3-cephem-3-ylmethyl]triphenylphosphonium iodide hydro... The reactants are CC(C)(C)c1ccc(-c2nc3cccc(Br)n3n2)cc1, C1CNCCN1, CS(C)=O, CCOC(C)=O, O. Yields the product CC(C)(C)c1ccc(-c2nc3cccc(N4CCNCC4)n3n2)cc1. RXN SMILES: [Br:1][c:2]1[cH:3][cH:4][cH:5][c:6]2[n:7]1[n:8][c:9](-[c:11]1[cH:12][cH:13][c:14]([C:17]([CH3:18])([CH3:19])[CH3:20])[cH:15][cH:16]1)[n:10]2.[CH2:21]1[CH2:22][NH:23][CH2:24][CH2:25][NH:26]1.[CH3:27][S:28]([CH3:29])=[O:30].[CH3:31][CH2:32][O:33][C:34](=[O:35])[CH3:36].[OH2:37]>>[c:2]1([N:23]2[CH2:22][CH2:21][NH:26][CH2:25][CH2:24]2)[cH:3][cH:4][cH:5][c:6]2[n:7]1[n:8][c:9](-[c:11]1[cH:12][cH:13][c:14]([C:17]([CH3:18])([CH3:19])[CH3:20])[cH:15][cH:16]1)[n:10]2.